This data is from the Open Reaction Database (ORD), a public repository of structured organic reaction records. The task is: describe an organic reaction: reactants, conditions, products, and yield Starting materials: ClCCl, CS(=O)CCN1CC(c2cccc(F)c2F)CCC(NC(=O)OC(C)(C)C)C1=O, O=C(O)C(F)(F)F. Product: CS(=O)CCN1CC(c2cccc(F)c2F)CCC(N)C1=O. RXN SMILES: [Cl:37][CH2:38][Cl:39].[F:8][c:9]1[c:10]([CH:16]2[CH2:17][CH2:18][CH:19]([NH:29][C:30](=[O:31])[O:32][C:33]([CH3:34])([CH3:35])[CH3:36])[C:20](=[O:28])[N:21]([CH2:23][CH2:24][S:25](=[O:26])[CH3:27])[CH2:22]2)[cH:11][cH:12][cH:13][c:14]1[F:15].[OH:1][C:2]([C:3]([F:4])([F:5])[F:6])=[O:7]>>[F:8][c:9]1[c:10]([CH:16]2[CH2:17][CH2:18][CH:19]([NH2:29])[C:20](=[O:28])[N:21]([CH2:23][CH2:24][S:25](=[O:26])[CH3:27])[CH2:22]2)[cH:11][cH:12][cH:13][c:14]1[F:15]. Starting materials: [Br-], [Li]CCCC, COC(=O)c1cc(C=O)ccc1OCc1ccccc1, C[P+](c1ccccc1)(c1ccccc1)c1ccccc1, CCCCCC, C1CCOC1, O. The product is C=Cc1ccc(OCc2ccccc2)c(C(=O)OC)c1. As a reaction SMILES: [Br-:27].[CH2:1]([Li:2])[CH2:3][CH2:4][CH3:5].[CH2:6]([c:7]1[cH:8][cH:9][cH:10][cH:11][cH:12]1)[O:13][c:14]1[c:15]([C:16](=[O:17])[O:18][CH3:19])[cH:20][c:21]([CH:24]=[O:25])[cH:22][cH:23]1.[CH3:28][P+:29]([c:30]1[cH:31][cH:32][cH:33][cH:34][cH:35]1)([c:36]1[cH:37][cH:38][cH:39][cH:40][cH:41]1)[c:42]1[cH:43][cH:44][cH:45][cH:46][cH:47]1.[CH3:53][CH2:54][CH2:55][CH2:56][CH2:57][CH3:58].[O:48]1[CH2:49][CH2:50][CH2:51][CH2:52]1.[OH2:26]>>[CH2:1]=[CH:24][c:21]1[cH:20][c:15]([C:16](=[O:17])[O:18][CH3:19])[c:14]([O:13][CH2:6][c:7]2[cH:8][cH:9][cH:10][cH:11][cH:12]2)[cH:23][cH:22]1. Reactants: ClCCl, Cl, Cc1ccc2c(N3CCC(NC(=O)C4CCCO4)CC3)nc(-c3ccccc3O)nc2c1. The product is Cl, Cc1ccc2c(N3CCC(NC(=O)C4CCCO4)CC3)nc(-c3ccccc3O)nc2c1. As a reaction SMILES: [Cl:33][CH2:34][Cl:35].[ClH:36].[OH:1][c:2]1[c:3](-[c:8]2[n:9][c:10]3[cH:11][c:12]([CH3:32])[cH:13][cH:14][c:15]3[c:16]([N:18]3[CH2:19][CH2:20][CH:21]([NH:24][C:25](=[O:26])[CH:27]4[O:28][CH2:29][CH2:30][CH2:31]4)[CH2:22][CH2:23]3)[n:17]2)[cH:4][cH:5][cH:6][cH:7]1>>[ClH:33].[OH:1][c:2]1[c:3](-[c:8]2[n:9][c:10]3[cH:11][c:12]([CH3:32])[cH:13][cH:14][c:15]3[c:16]([N:18]3[CH2:19][CH2:20][CH:21]([NH:24][C:25](=[O:26])[CH:27]4[O:28][CH2:29][CH2:30][CH2:31]4)[CH2:22][CH2:23]3)[n:17]2)[cH:4][cH:5][cH:6][cH:7]1. Starting materials: [Li]CCCC, CCOCC, CC(=O)OC(C)=O, COc1cc2ccsc2c(Cl)c1Cl, Cl, C1CCOC1. Yields the product COc1cc2cc(C(C)=O)sc2c(Cl)c1Cl. As a reaction SMILES: [CH2:14]([Li:15])[CH2:16][CH2:17][CH3:18].[CH2:32]([O:33][CH2:34][CH3:35])[CH3:36].[CH3:19][C:20](=[O:21])[O:22][C:23](=[O:24])[CH3:25].[Cl:1][c:2]1[c:3]([O:12][CH3:13])[cH:4][c:5]2[c:6]([s:7][cH:8][cH:9]2)[c:10]1[Cl:11].[ClH:26].[O:27]1[CH2:28][CH2:29][CH2:30][CH2:31]1>>[Cl:1][c:2]1[c:3]([O:12][CH3:13])[cH:4][c:5]2[c:6]([s:7][c:8]([C:20]([CH3:19])=[O:21])[cH:9]2)[c:10]1[Cl:11]. Starting materials: COC(=O)CCCCCCN, Cl, O=Cc1ccc(-c2ncccn2)cc1. Reaction SMILES: [CH3:2][O:3][C:4]([CH2:5][CH2:6][CH2:7][CH2:8][CH2:9][CH2:10][NH2:11])=[O:12].[ClH:1].[n:13]1[c:14](-[c:19]2[cH:20][cH:21][c:22]([CH:23]=[O:24])[cH:25][cH:26]2)[n:15][cH:16][cH:17][cH:18]1>>[CH3:2][O:3][C:4]([CH2:5][CH2:6][CH2:7][CH2:8][CH2:9][CH2:10][NH:11][CH2:23][c:22]1[cH:21][cH:20][c:19](-[c:14]2[n:13][cH:18][cH:17][cH:16][n:15]2)[cH:26][cH:25]1)=[O:12]. Yields the product COC(=O)CCCCCCNCc1ccc(-c2ncccn2)cc1.